From a dataset of the Open Reaction Database (ORD), a public repository of structured organic reaction records. describe an organic reaction: reactants, conditions, products, and yield Starting materials: C(C1=CC=CC=C1)(C1=CC=CC=C1)[C@@H]1OC[C@@H]2O[C@@H]2C1 ((1S, 4R, 6R)-4-benzhydryl-3,7-dioxa-bicyclo[4.1.0]-heptane), C(C1=CC=CC=C1)N (benzylamine). Product: C(C1=CC=CC=C1)(C1=CC=CC=C1)[C@H]1C[C@@H]([C@@H](CO1)O)NCC1=CC=CC=C1 ((3S, 4S, 6R)-6-benzhydryl-4-benzylamino-tetrahydropyran-3-ol). As a reaction SMILES: [CH:1]([C@H:14]1[CH2:20][C@@H:19]2[C@@H:17]([O:18]2)[CH2:16][O:15]1)([C:8]1[CH:13]=[CH:12][CH:11]=[CH:10][CH:9]=1)[C:2]1[CH:7]=[CH:6][CH:5]=[CH:4][CH:3]=1.[CH2:21]([NH2:28])[C:22]1[CH:27]=[CH:26][CH:25]=[CH:24][CH:23]=1>>[CH:1]([C@@H:14]1[O:15][CH2:16][C@@H:17]([OH:18])[C@@H:19]([NH:28][CH2:21][C:22]2[CH:27]=[CH:26][CH:25]=[CH:24][CH:23]=2)[CH2:20]1)([C:8]1[CH:9]=[CH:10][CH:11]=[CH:12][CH:13]=1)[C:2]1[CH:3]=[CH:4][CH:5]=[CH:6][CH:7]=1. Procedure: (1S, 4R, 6R)-4-benzhydryl-3,7-dioxa-bicyclo[4.1.0]heptane 28d (0.019 g, 0.071 mmol) was reacted with benzylamine (0.15 g, 1.43 mmol) (Procedure E) to yield (3S, 4S, 6R)-6-benzhydryl-4-benzylamino-tetrahydropyran-3-ol, (+)-29 h, 0.023 (85%, [α]D=(+)70.1, c=1, MeOH). Starting materials: C(=O)(C(F)(F)F)O (TFA), CC(CN1C(N(C2=NC(=CC=C21)\C=C\CCO)C)=O)(C)C (1-(2,2-Dimethylpropyl)-5-[(1E)-4-hydroxybut-1-en-1-yl]-3-methyl-1,3-dihydro-2H-imidazo[4,5-b]pyridin-2-one), IC (iodomethane), C(C)[Zn]CC (Diethyl zinc). Solvent: C(Cl)Cl (DCM), C(Cl)Cl (DCM), C(Cl)Cl (DCM), C(Cl)Cl (DCM). Run at temperature 0 celsius, time 15 minute. Product: CC(CN1C(N(C2=NC(=CC=C21)[C@H]2[C@@H](C2)CCO)C)=O)(C)C (1-(2,2-Dimethylpropyl)-5-[(1R,2S)-2-(2-hydroxyethyl)cyclopropyl]-3-methyl-1,3-dihydro-2H-imidazo[4,5-b]pyridin-2-one). RXN SMILES: C([Zn]CC)C.[C:6](O)([C:8](F)(F)F)=[O:7].IC.[CH3:15][C:16]([CH3:35])([CH3:34])[CH2:17][N:18]1[C:26]2[C:21](=[N:22][C:23](/[CH:27]=[CH:28]/[CH2:29]CO)=[CH:24][CH:25]=2)[N:20]([CH3:32])[C:19]1=[O:33]>C(Cl)Cl>[CH3:35][C:16]([CH3:15])([CH3:34])[CH2:17][N:18]1[C:26]2[C:21](=[N:22][C:23]([C@@H:27]3[CH2:28][C@H:29]3[CH2:8][CH2:6][OH:7])=[CH:24][CH:25]=2)[N:20]([CH3:32])[C:19]1=[O:33]. Procedure: Diethyl zinc (0.53 mL, 0.53 mmol, 2.0 equiv, 1M in hexanes) was added to anhydrous DCM (0.53 mL) and cooled to 0° C. To this solution was added TFA (41 μL, 0.53 mmol, 2.0 equiv) in anhydrous DCM (0.27 mL), and the resulting mixture was stirred at 0° C. for 15 min. Following this duration, iodomethane (43 μL, 0.53 mmol, 2.0 equiv) in anhydrous DCM (0.27 mL) as added and the resulting reaction mixture was stirred for and additional 20 min. 1-(2,2-Dimethylpropyl)-5-[(1E)-4-hydroxybut-1-en-1-yl]-3-m...